From a dataset of the Open Reaction Database (ORD), a public repository of structured organic reaction records. describe an organic reaction: reactants, conditions, products, and yield The reactants are IC1=C(C=CC=C1)NC(NC1=C(C=C(C=C1)CC(=O)OC(C)(C)C)OC)=O (tert-butyl 4-[N′-(2-iodophenyl)ureido]-3-methoxyphenylacetate), C(=O)(C(F)(F)F)O (TFA). The solvent is C(Cl)Cl (CH2Cl2). Product: IC1=C(C=CC=C1)NC(NC1=C(C=C(C=C1)CC(=O)O)OC)=O (4-[N′-(2-iodophenyl)ureido]-3-methoxyphenylacetic acid). The yield is 83.1%. Reaction SMILES: [I:1][C:2]1[CH:7]=[CH:6][CH:5]=[CH:4][C:3]=1[NH:8][C:9](=[O:27])[NH:10][C:11]1[CH:16]=[CH:15][C:14]([CH2:17][C:18]([O:20]C(C)(C)C)=[O:19])=[CH:13][C:12]=1[O:25][CH3:26].C(O)(C(F)(F)F)=O>C(Cl)Cl>[I:1][C:2]1[CH:7]=[CH:6][CH:5]=[CH:4][C:3]=1[NH:8][C:9](=[O:27])[NH:10][C:11]1[CH:16]=[CH:15][C:14]([CH2:17][C:18]([OH:20])=[O:19])=[CH:13][C:12]=1[O:25][CH3:26]. Procedure details: A stirred mixture of tert-butyl 4-[N′-(2-iodophenyl)ureido]-3-methoxyphenylacetate (3.93 g, 8.16 mmol) and TFA (5 ml) in CH2Cl2 (5 ml) was refluxed for 3 h. After cooling to rt, the mixture was concentrated in vacuo and H2O (50 ml) was added to this residue. The resulting precipitate was collected by filtration and purified by column chromatography on silica gel with CHCl3—MeOH (9:1) as eluent to give 4-[N′-(2-iodophenyl)ureido]-3-methoxyphenylacetic acid (2.89 g, 83%) as a pale yellow crystalli...